From a dataset of the Open Reaction Database (ORD), a public repository of structured organic reaction records. describe an organic reaction: reactants, conditions, products, and yield Starting materials: C1(=CC=CC=C1)CC(=O)O (phenylacetic acid), δ-lactone, OC=1C=C(C=CC1OC)CC(=O)O (3-hydroxy-4-methoxyphenylacetic acid), C=O (paraformaldehyde). The reagents and catalysts are carboxylic acid. The solvent is C1=CC=CC=C1 (benzene). Conditions: time 2.5 hour. Yields the product OC=1C(=C(C=CC1OC)CC(=O)O)CO (3-hydroxy-2-hydroxymethyl-4-methoxyphenylacetic acid). Yield: 83.0%. As a reaction SMILES: [OH:1][C:2]1[CH:3]=[C:4]([CH2:10][C:11]([OH:13])=[O:12])[CH:5]=[CH:6][C:7]=1[O:8][CH3:9].C1(C[C:21](O)=[O:22])C=CC=CC=1.C=O>C1C=CC=CC=1>[OH:1][C:2]1[C:3]([CH2:21][OH:22])=[C:4]([CH2:10][C:11]([OH:13])=[O:12])[CH:5]=[CH:6][C:7]=1[O:8][CH3:9]. Reported procedure: 11.0 g of 3-hydroxy-4-methoxyphenylacetic acid is dissolved in 550 ml of benzene and refluxed to remove water as azeotrope. Then, 14.0 g of benzeneboronic acid is added thereto, and refluxed for approximately 1 hour while removing the water produced. (In this reaction, the starting phenylacetic acid works as the carboxylic acid catalyst). At 2-3 hour intervals, each 2-3 g of paraformaldehyde is added while continuing the removal of water, and after the lapse of 9 hours an additional 1.0 g of ben... Starting materials: ClC(C(Cl)(Cl)Cl)(Cl)Cl (hexachloroethane), CN1C=NC(=C1)C1=CC=CC=C1 (1-methyl-4-phenyl-1H-imidazole), C(CCC)[Li] (n-butyllithium), hexanes. Solvent: C1CCOC1 (THF), C1CCOC1 (THF). Conditions: time 1 hour. The product is ClC=1N(C=C(N1)C1=CC=CC=C1)C (2-chloro-1-methyl-4-phenyl-1H-imidazole). RXN SMILES: [CH3:1][N:2]1[CH:6]=[C:5]([C:7]2[CH:12]=[CH:11][CH:10]=[CH:9][CH:8]=2)[N:4]=[CH:3]1.C([Li])CCC.[Cl:18]C(Cl)(Cl)C(Cl)(Cl)Cl>C1COCC1>[Cl:18][C:3]1[N:2]([CH3:1])[CH:6]=[C:5]([C:7]2[CH:8]=[CH:9][CH:10]=[CH:11][CH:12]=2)[N:4]=1. Reported procedure: To a solution of 1-methyl-4-phenyl-1H-imidazole (0.600 g, 3.79 mmol) in 15 mL THF at −78° C. under nitrogen was added n-butyllithium 2.5 M in hexanes (1.67 ml, 4.17 mmol) dropwise over 3 min. The resulting orange-brown solution was allowed to stir for 30 min, at which time a solution of hexachloroethane (0.988 g, 4.17 mmol) in 5 mL THF was added slowly down the side of the flask. The orange-brown solution was allowed to stir for 1 h, and was quenched with sat'd aq. NH4Cl, warmed to ambient tempe... Starting materials: ClCCl, CCN=C=NCCCN(C)C, COC(=O)C1(NC(=O)CCc2ccco2)CCCCC1, Cl, [Na+], C1CCOC1, [OH-]. Yields the product O=C1OC(CCc2ccco2)=NC12CCCCC2. As a reaction SMILES: [CH2:23]([Cl:24])[Cl:25].[CH2:27]([N:28]=[C:29]=[N:30][CH2:31][CH2:32][CH2:33][N:34]([CH3:35])[CH3:36])[CH3:37].[CH3:3][O:4][C:5](=[O:6])[C:7]1([NH:13][C:14]([CH2:15][CH2:16][c:17]2[o:18][cH:19][cH:20][cH:21]2)=[O:22])[CH2:8][CH2:9][CH2:10][CH2:11][CH2:12]1.[ClH:26].[Na+:2].[O:38]1[CH2:39][CH2:40][CH2:41][CH2:42]1.[OH-:1]>>[C:5]1(=[O:6])[C:7]2([CH2:8][CH2:9][CH2:10][CH2:11][CH2:12]2)[N:13]=[C:14]([CH2:15][CH2:16][c:17]2[o:18][cH:19][cH:20][cH:21]2)[O:22]1. Starting materials: C(C1=CC=CC=C1)N1C(=C(C=2C1=C(N=C(C2)C(=O)N)NCC2=CC=C(C=C2)F)C)C (1-benzyl-7-(4-fluorobenzylamino)-2,3-dimethyl-1H-pyrrolo[2,3-c]pyridin-5-carboxamide), Cl (hydrochloric acid). Solvent: C(C)(=O)OCC (ethyl acetate). Yields the product Cl.C(C1=CC=CC=C1)N1C(=C(C=2C1=C(N=C(C2)C(=O)N)NCC2=CC=C(C=C2)F)C)C (1-benzyl-7-(4-fluorobenzylamino)-2,3-dimethyl-1H-pyrrolo[2,3-c]pyridin-5-carboxamide hydrochloride). As a reaction SMILES: [CH2:1]([N:8]1[C:12]2=[C:13]([NH:20][CH2:21][C:22]3[CH:27]=[CH:26][C:25]([F:28])=[CH:24][CH:23]=3)[N:14]=[C:15]([C:17]([NH2:19])=[O:18])[CH:16]=[C:11]2[C:10]([CH3:29])=[C:9]1[CH3:30])[C:2]1[CH:7]=[CH:6][CH:5]=[CH:4][CH:3]=1.[ClH:31]>C(OCC)(=O)C>[ClH:31].[CH2:1]([N:8]1[C:12]2=[C:13]([NH:20][CH2:21][C:22]3[CH:23]=[CH:24][C:25]([F:28])=[CH:26][CH:27]=3)[N:14]=[C:15]([C:17]([NH2:19])=[O:18])[CH:16]=[C:11]2[C:10]([CH3:29])=[C:9]1[CH3:30])[C:2]1[CH:3]=[CH:4][CH:5]=[CH:6][CH:7]=1 |f:3.4|. Procedure: A solution of 1-benzyl-7-(4-fluorobenzylamino)-2,3-dimethyl-1H-pyrrolo[2,3-c]pyridin-5-carboxamide prepared in Step 1 in ethyl acetate was saturated with hydrochloric acid gas and then filtered to give 17.1 mg of the titled compound as a white solid. As a reaction SMILES: [NH2:1][C:2]1[CH:6]=[C:5]([C:7]2[CH:12]=[CH:11][CH:10]=[CH:9][CH:8]=2)[NH:4][N:3]=1.[CH3:13][CH2:14][O:15][C:16]([CH:18]([C:22](OCC)=[O:23])[C:19]([CH3:21])=O)=[O:17]>C(O)(=O)C>[OH:23][C:22]1[N:3]2[N:4]=[C:5]([C:7]3[CH:12]=[CH:11][CH:10]=[CH:9][CH:8]=3)[CH:6]=[C:2]2[N:1]=[C:19]([CH3:21])[C:18]=1[C:16]([O:15][CH2:14][CH3:13])=[O:17]. Reported procedure: 3-Amino-5-phenylpyrazole (1.56 mg) and diethyl acetomalonate (2.00 g) were dissolved in acetic acid (5.0 ml) and stirred for 3 hours at 120° C. The reaction mixture was cooled to room temperature and concentrated under reduced pressure. Ethanol was added to the residue which were then cooled to 0° C. Precipitated crystals were collected by filtration and washed with cold ethanol. The crystals were dried under reduced pressure to give ethyl 7-hydroxy-5-methyl-2-phenylpyrazolo[1,5-a]pyrimidine-6-c... Yields the product OC1=C(C(=NC=2N1N=C(C2)C2=CC=CC=C2)C)C(=O)OCC (ethyl 7-hydroxy-5-methyl-2-phenylpyrazolo[1,5-a]pyrimidine-6-carboxylate). Reaction conditions: temperature 120 celsius, time 3 hour. The reactants are NC1=NNC(=C1)C1=CC=CC=C1 (3-Amino-5-phenylpyrazole), CCOC(=O)C(C(=O)C)C(=O)OCC (diethyl acetomalonate). Yield: 93700.2%. The solvent is C(C)(=O)O (acetic acid).